Dataset: the Open Reaction Database (ORD), a public repository of structured organic reaction records. Task: describe an organic reaction: reactants, conditions, products, and yield The reactants are S(=O)(Cl)Cl (Thionyl chloride), C1(=CC=CC=C1)C1=NSC(=N1)S(=O)(=O)N (3-phenyl-1,2,4-thiadiazole-5-sulfonamide), C(=O)N1CCOCC1 (N-formylmorpholine), ice water. Conditions: time 3 hour. The product is N1(CCOCC1)C=NS(=O)(=O)C1=NC(=NS1)C1=CC=CC=C1 (N-(4-Morpholinylmethylene)-3-phenyl-1,2,4-thiadiazole-5-sulfonamide). RXN SMILES: S(Cl)(Cl)=O.[C:5]1([C:11]2[N:15]=[C:14]([S:16]([NH2:19])(=[O:18])=[O:17])[S:13][N:12]=2)[CH:10]=[CH:9][CH:8]=[CH:7][CH:6]=1.[CH:20]([N:22]1[CH2:27][CH2:26][O:25][CH2:24][CH2:23]1)=O>>[N:22]1([CH:20]=[N:19][S:16]([C:14]2[S:13][N:12]=[C:11]([C:5]3[CH:6]=[CH:7][CH:8]=[CH:9][CH:10]=3)[N:15]=2)(=[O:18])=[O:17])[CH2:27][CH2:26][O:25][CH2:24][CH2:23]1. Procedure: Thionyl chloride (4.5 ml) was added dropwise to 3.0 g of 3-phenyl-1,2,4-thiadiazole-5-sulfonamide in 15 ml of dry N-formylmorpholine at -5°. The resulting mixture was stirred at room temperature for 3 hours, poured into ice water and stirred for 15 minutes. The solids were collected, washed with water, dried, triturated with ether, washed with hexane and dried (in vacuo, P2O5). Recrystallization from benzene/hexane gave 1.1 g of solid, m.p. 185°-187°. Reactants: ClC=1C=C2C(CCOC2=CC1OC1=CC=C(C(=O)O)C=C1)C(=O)OCC (4-(6-chloro-4-(ethoxycarbonyl)chroman-7-yloxy)benzoic acid), C(C(=O)Cl)(=O)Cl (oxalyl chloride), BrC1=CC=CC(=N1)N (6-bromopyridin-2-amine). The reagents and catalysts are CN(C)C=O (DMF). The solvent is ClC(C)Cl (dichloroethane), CCOC(=O)C (EtOAc), N1=CC=CC=C1 (pyridine). Conditions: time 2 hour. Yields the product BrC1=CC=CC(=N1)NC(=O)C1=CC=C(OC2=C(C=C3C(CCOC3=C2)C(=O)OCC)Cl)C=C1 (ethyl 7-(4-(6-bromopyridin-2-ylcarbamoyl)phenoxy)-6-chlorochroman-4-carboxylate). The yield is 85.0%. Reaction SMILES: [Cl:1][C:2]1[CH:3]=[C:4]2[C:9](=[CH:10][C:11]=1[O:12][C:13]1[CH:21]=[CH:20][C:16]([C:17]([OH:19])=O)=[CH:15][CH:14]=1)[O:8][CH2:7][CH2:6][CH:5]2[C:22]([O:24][CH2:25][CH3:26])=[O:23].C(Cl)(=O)C(Cl)=O.[Br:33][C:34]1[N:39]=[C:38]([NH2:40])[CH:37]=[CH:36][CH:35]=1>ClC(Cl)C.CN(C=O)C.N1C=CC=CC=1.CCOC(C)=O>[Br:33][C:34]1[N:39]=[C:38]([NH:40][C:17]([C:16]2[CH:15]=[CH:14][C:13]([O:12][C:11]3[CH:10]=[C:9]4[C:4]([CH:5]([C:22]([O:24][CH2:25][CH3:26])=[O:23])[CH2:6][CH2:7][O:8]4)=[CH:3][C:2]=3[Cl:1])=[CH:21][CH:20]=2)=[O:19])[CH:37]=[CH:36][CH:35]=1. Procedure details: To a solution of 4-(6-chloro-4-(ethoxycarbonyl)chroman-7-yloxy)benzoic acid (Preparation B; 1.00 g, 2.654 mmol) in dichloroethane (2.6 ml) and DMF (1 drop) was added oxalyl chloride (0.2778 ml, 3.185 mmol), and the reaction was stirred at ambient temperature for 2 hours. The reaction was diluted with pyridine (10 ml), and 6-bromopyridin-2-amine (0.9183 g, 5.308 mmol) was added. The reaction was heated to 80° C. for 16 hours, then cooled to ambient temperature and diluted with EtOAc. The reaction... The reactants are CC1CN(Cc2cn(S(=O)(=O)c3ccccc3)c(=O)c3ccc(Br)cc23)CCN1C(=O)OC(C)(C)C, [Na+], CN(C)C=O, [OH-], O. Yields the product CC1CN(Cc2c[nH]c(=O)c3ccc(Br)cc23)CCN1C(=O)OC(C)(C)C. RXN SMILES: [Br:1][c:2]1[cH:3][c:4]2[c:5]([CH2:22][N:23]3[CH2:24][CH:25]([CH3:36])[N:26]([C:29](=[O:30])[O:31][C:32]([CH3:33])([CH3:34])[CH3:35])[CH2:27][CH2:28]3)[cH:6][n:7]([S:13]([c:14]3[cH:15][cH:16][cH:17][cH:18][cH:19]3)(=[O:20])=[O:21])[c:8](=[O:12])[c:9]2[cH:10][cH:11]1.[Na+:38].[O:39]=[CH:40][N:41]([CH3:42])[CH3:43].[OH-:37].[OH2:44]>>[Br:1][c:2]1[cH:3][c:4]2[c:5]([CH2:22][N:23]3[CH2:24][CH:25]([CH3:36])[N:26]([C:29](=[O:30])[O:31][C:32]([CH3:33])([CH3:34])[CH3:35])[CH2:27][CH2:28]3)[cH:6][nH:7][c:8](=[O:12])[c:9]2[cH:10][cH:11]1. Starting materials: COC(=O)C=1N=CN(C1)C1=CC2=CC=CC=C2C=C1 (1-naphthalen-2-yl-1H-imidazole-4-carboxylic acid methyl ester), [H-].[Al+3].[Li+].[H-].[H-].[H-] (lithium aluminum hydride). Product: C1=C(C=CC2=CC=CC=C12)N1C=NC(=C1)CO ((1-Naphthalen-2-yl-1H-imidazol-4-yl)-methanol). As a reaction SMILES: C[O:2][C:3]([C:5]1[N:6]=[CH:7][N:8]([C:10]2[CH:19]=[CH:18][C:17]3[C:12](=[CH:13][CH:14]=[CH:15][CH:16]=3)[CH:11]=2)[CH:9]=1)=O.[H-].[Al+3].[Li+].[H-].[H-].[H-]>>[CH:11]1[C:12]2[C:17](=[CH:16][CH:15]=[CH:14][CH:13]=2)[CH:18]=[CH:19][C:10]=1[N:8]1[CH:9]=[C:5]([CH2:3][OH:2])[N:6]=[CH:7]1 |f:1.2.3.4.5.6|. Procedure details: Following the general method described in example 298) 1-naphthalen-2-yl-1H-imidazole-4-carboxylic acid methyl ester was reacted with lithium aluminum hydride followed by hydrolytic workup and chromatography. The title compound was obtained as a light brown gum. MS: m/e=225 (M+). The reactants are CN(C)C=O, OCCCOc1c(Cl)cc(OCc2ccccc2)cc1Cl, FC(F)(F)c1ccc(Cl)nc1, [H-], [Na+]. The product is FC(F)(F)c1ccc(OCCCOc2c(Cl)cc(OCc3ccccc3)cc2Cl)nc1. RXN SMILES: [CH3:35][N:36]([CH3:37])[CH:38]=[O:39].[Cl:1][c:2]1[c:3]([O:4][CH2:5][CH2:6][CH2:7][OH:8])[c:9]([Cl:21])[cH:10][c:11]([O:13][CH2:14][c:15]2[cH:16][cH:17][cH:18][cH:19][cH:20]2)[cH:12]1.[Cl:24][c:25]1[n:26][cH:27][c:28]([C:31]([F:32])([F:33])[F:34])[cH:29][cH:30]1.[H-:22].[Na+:23]>>[Cl:1][c:2]1[c:3]([O:4][CH2:5][CH2:6][CH2:7][O:8][c:25]2[n:26][cH:27][c:28]([C:31]([F:32])([F:33])[F:34])[cH:29][cH:30]2)[c:9]([Cl:21])[cH:10][c:11]([O:13][CH2:14][c:15]2[cH:16][cH:17][cH:18][cH:19][cH:20]2)[cH:12]1. Starting materials: C(C1=CC=CC=C1)C=1OC2=C(C1C1=CC=C(C=C1)C1=CC(=C(C(=C1)Br)O)Br)C=CC=C2 (4′-(2-benzyl-benzofuran-3-yl)-3,5-dibromo-biphenyl-4-ol), O[C@H](C(=O)OC(C)(C)C)CC (tert-butyl (S)-(−)-hydroxybutyrate). Product: C(C1=CC=CC=C1)C=1OC2=C(C1C1=CC=C(C=C1)C1=CC(=C(C(=C1)Br)O[C@H](C(=O)O)CC)Br)C=CC=C2 ((2S)-2-[4′-(2-benzyl-benzofuran-3-yl)-3,5-dibromo-biphenyl-4-yloxy]-butyric acid). RXN SMILES: [CH2:1]([C:8]1[O:9][C:10]2[CH:31]=[CH:30][CH:29]=[CH:28][C:11]=2[C:12]=1[C:13]1[CH:18]=[CH:17][C:16]([C:19]2[CH:24]=[C:23]([Br:25])[C:22]([OH:26])=[C:21]([Br:27])[CH:20]=2)=[CH:15][CH:14]=1)[C:2]1[CH:7]=[CH:6][CH:5]=[CH:4][CH:3]=1.O[C@@H:33]([CH2:41][CH3:42])[C:34]([O:36]C(C)(C)C)=[O:35]>>[CH2:1]([C:8]1[O:9][C:10]2[CH:31]=[CH:30][CH:29]=[CH:28][C:11]=2[C:12]=1[C:13]1[CH:18]=[CH:17][C:16]([C:19]2[CH:20]=[C:21]([Br:27])[C:22]([O:26][C@@H:33]([CH2:41][CH3:42])[C:34]([OH:36])=[O:35])=[C:23]([Br:25])[CH:24]=2)=[CH:15][CH:14]=1)[C:2]1[CH:3]=[CH:4][CH:5]=[CH:6][CH:7]=1. Procedure details: The title compound was prepared from 4′-(2-benzyl-benzofuran-3-yl)-3,5-dibromo-biphenyl-4-ol, and tert-butyl (S)-(−)-hydroxybutyrate, in substantially the same manner, as described in Example 1, steps g-h, and was obtained as a white solid, mp 79-80° C.; MS m/e 617 (M−H)+;